Dataset: the Open Reaction Database (ORD), a public repository of structured organic reaction records. Task: describe an organic reaction: reactants, conditions, products, and yield The reactants are O.O.O.O.O.S(=O)(=O)([O-])[O-].[Fe+3].S(=O)(=O)([O-])[O-].S(=O)(=O)([O-])[O-].[Fe+3] (iron(III)sulphate pentahydrate), [OH-].[Na+] (NaOH), [Na].C(C)N(C(=O)C=1C(N(C2=CC=CC(=C2C1O)Cl)C)=O)C1=CC=CC=C1 (N-Ethyl-N-phenyl-5-chloro-1,2-dihydro-4-hydroxy-1-methyl-2-oxo-3-quinolinecarboxamide sodium salt), C(Cl)(Cl)Cl (chloroform). Yield: 85.0%. Reported procedure: N-Ethyl-N-phenyl-5-chloro-1,2-dihydro-4-hydroxy-1-methyl-2-oxo-3-quinolinecarboxamide sodium salt (5.0 g, 13.2 mmol) was dissolved in water (80 ml) at 40° C. and chloroform (100 ml) was added. A solution of iron(III)sulphate pentahydrate (0.95 eq., 2.09 mmol, 1.023 g) dissolved in water (30 ml) was added. The two-phase system was stirred vigorously and pH in the aqueous phase was adjusted to 8 with 1 M NaOH. The deep-red organic phase was separated, dried with sodium sulphate, and solvents were ... Run in O (water), O (water). Reaction SMILES: [Na].[CH2:2]([N:4]([C:21]1[CH:26]=[CH:25][CH:24]=[CH:23][CH:22]=1)[C:5]([C:7]1[C:8](=[O:20])[N:9]([CH3:19])[C:10]2[C:15]([C:16]=1[OH:17])=[C:14]([Cl:18])[CH:13]=[CH:12][CH:11]=2)=[O:6])[CH3:3].C(Cl)(Cl)Cl.O.O.O.O.O.S([O-])([O-])(=O)=O.[Fe+3:41].S([O-])([O-])(=O)=O.S([O-])([O-])(=O)=O.[Fe+3].[OH-].[Na+]>O>[Fe+3:41].[CH2:2]([N:4]([C:21]1[CH:26]=[CH:25][CH:24]=[CH:23][CH:22]=1)[C:5]([C:7]1[C:8](=[O:20])[N:9]([CH3:19])[C:10]2[C:15]([C:16]=1[OH:17])=[C:14]([Cl:18])[CH:13]=[CH:12][CH:11]=2)=[O:6])[CH3:3] |f:0.1,3.4.5.6.7.8.9.10.11.12,13.14,16.17,^1:0|. The product is [Fe+3].C(C)N(C(=O)C=1C(N(C2=CC=CC(=C2C1O)Cl)C)=O)C1=CC=CC=C1 (N-Ethyl-N-phenyl-5-chloro-1,2-dihydro-4-hydroxy-1-methyl-2-oxo-3-quinolinecarboxamide iron (III) salt). Reactants: [OH-].[Na+] (sodium hydroxide), C(C)(=O)NC=1C(=C(C2=C(CC(O2)(CCC2=CC=CC=C2)C)C1C)C)C (5-acetylamino-2,4,6,7-tetramethyl-2-(2-phenylethyl)-2,3-dihydrobenzofuran). The solvent is CO (methanol), O (water). Run at temperature 200 celsius. The product is NC=1C(=C(C2=C(CC(O2)(CCC2=CC=CC=C2)C)C1C)C)C (5-Amino-2,4,6,7-tetramethyl-2-(2-phenylethyl)-2,3-dihydrobenzofuran). Yield: 51.6%. RXN SMILES: [OH-].[Na+].C([NH:6][C:7]1[C:8]([CH3:27])=[C:9]([CH3:26])[C:10]2[O:14][C:13]([CH3:23])([CH2:15][CH2:16][C:17]3[CH:22]=[CH:21][CH:20]=[CH:19][CH:18]=3)[CH2:12][C:11]=2[C:24]=1[CH3:25])(=O)C>CO.O>[NH2:6][C:7]1[C:8]([CH3:27])=[C:9]([CH3:26])[C:10]2[O:14][C:13]([CH3:23])([CH2:15][CH2:16][C:17]3[CH:22]=[CH:21][CH:20]=[CH:19][CH:18]=3)[CH2:12][C:11]=2[C:24]=1[CH3:25] |f:0.1|. Procedure: Aqueous 6N sodium hydroxide solution (3 ml) was added to a solution of 5-acetylamino-2,4,6,7-tetramethyl-2-(2-phenylethyl)-2,3-dihydrobenzofuran (0.7 g, 2.1 mmol) in methanol (3 ml) and the mixture was heated at 200° C. in an autoclave for 18 hours. The reaction mixture was diluted with water and the product was extracted with ethyl acetate. The extract was washed with water, dried and concentrated. The residue was purified by column chromatography on silica gel (isopropyl ether-ethyl acetate, 2... Starting materials: CSC(SC)=C(C#N)C#N (Bis(methylthio)methylenemalononitrile), CC=1N=CNC1CSCCN (2-[(4-methyl-1H-imidazol-5-yl)methylthio]ethylamine). Solvent: C(C)O (ethanol). Reaction conditions: time 90 minute. The product is C(#N)C(=C(NCCSCC1=C(N=CN1)C)SC)C#N (1,1-Dicyano-2-methylthio-2-{2-[(4-methyl-1H-imidazol-5-yl)methylthio]ethylamino}ethylene). As a reaction SMILES: CS[C:3](=[C:6]([C:9]#[N:10])[C:7]#[N:8])[S:4][CH3:5].[CH3:11][C:12]1[N:13]=[CH:14][NH:15][C:16]=1[CH2:17][S:18][CH2:19][CH2:20][NH2:21]>C(O)C>[C:9]([C:6]([C:7]#[N:8])=[C:3]([S:4][CH3:5])[NH:21][CH2:20][CH2:19][S:18][CH2:17][C:16]1[NH:15][CH:14]=[N:13][C:12]=1[CH3:11])#[N:10]. Reported procedure: Bis(methylthio)methylenemalononitrile [prepared according to the procedure described in Chem. Ber., 95, 2861 (1962)] (9.94 g, 58.4 mmole) was added with stirring to a solution of 2-[(4-methyl-1H-imidazol-5-yl)methylthio]ethylamine (10.0 g, 58.4 mmole) in 100 ml of absolute ethanol. After stirring at room temperature for 90 minutes, the solvent was removed by evaporation under reduced pressure, and the residue placed on silica gel and chromatographed to yield the title compound (15.65 g). The reactants are C1CCCCC1, CN(C)CCN(C)C, [Li]CCCC, Sc1ccc(Cl)cc1, Cl, CN(C)C=O. Product: O=Cc1cc(Cl)ccc1S. Reaction SMILES: [CH2:28]1[CH2:29][CH2:30][CH2:31][CH2:32][CH2:33]1.[CH3:1][N:2]([CH3:3])[CH2:4][CH2:5][N:6]([CH3:7])[CH3:8].[CH3:9][CH2:10][CH2:11][CH2:12][Li:13].[Cl:14][c:15]1[cH:16][cH:17][c:18]([SH:21])[cH:19][cH:20]1.[ClH:27].[O:22]=[CH:23][N:24]([CH3:25])[CH3:26]>>[Cl:14][c:15]1[cH:16][cH:17][c:18]([SH:21])[c:19]([CH:23]=[O:22])[cH:20]1.